From a dataset of the Open Reaction Database (ORD), a public repository of structured organic reaction records. describe an organic reaction: reactants, conditions, products, and yield Starting materials: BrC=1C(=NC=CC1)[C@@H](NC(=O)C1=CC=C2C=CC=NC2=C1)C1=CC=C(C=C1)C(F)(F)F ((S)—N-((3-bromopyridin-2-yl)(4-(trifluoromethyl)phenyl)-methyl)quinoline-7-carboxamide). Reagents/catalysts: [OH-].[Pd+2].[OH-] (palladium hydroxide), [Pd] (Pd). Solvent: CO (MeOH), CCOC(=O)C (EtOAc). Run at time 8 hour. Product: N1=C(C=CC=C1)[C@@H](NC(=O)C1=CC=C2CCCNC2=C1)C1=CC=C(C=C1)C(F)(F)F ((S)—N-(Pyridin-2-yl(4-(trifluoromethyl)phenyl)methyl)-1,2,3,4-tetrahydroquinoline-7-carboxamide). Reaction SMILES: Br[C:2]1[C:3]([C@H:8]([C:22]2[CH:27]=[CH:26][C:25]([C:28]([F:31])([F:30])[F:29])=[CH:24][CH:23]=2)[NH:9][C:10]([C:12]2[CH:21]=[C:20]3[C:15]([CH:16]=[CH:17][CH:18]=[N:19]3)=[CH:14][CH:13]=2)=[O:11])=[N:4][CH:5]=[CH:6][CH:7]=1>CO.CCOC(C)=O.[OH-].[Pd+2].[OH-].[Pd]>[N:4]1[CH:5]=[CH:6][CH:7]=[CH:2][C:3]=1[C@H:8]([C:22]1[CH:23]=[CH:24][C:25]([C:28]([F:31])([F:29])[F:30])=[CH:26][CH:27]=1)[NH:9][C:10]([C:12]1[CH:21]=[C:20]2[C:15]([CH2:16][CH2:17][CH2:18][NH:19]2)=[CH:14][CH:13]=1)=[O:11] |f:3.4.5|. Procedure details: To a solution of (S)—N-((3-bromopyridin-2-yl)(4-(trifluoromethyl)phenyl)-methyl)quinoline-7-carboxamide (Example 195) (0.130 g, 0.267 mmol) in MeOH (0.8 mL) and EtOAc (0.800 mL) was added palladium hydroxide, (20 wt % Pd (dry basis) on carbon, wet) (0.019 g, 0.134 mmol). The resulting mixture was then stirred at rt under H2 (balloon) overnight. The mixture was then filtered through Celite® brand filter agent and the Celite® filter agent was washed with MeOH (2×3 mL). The combined filtrates were ... Starting materials: C1(CCCC1)=O (cyclopentanone), O (water). The solvent is C1CCOC1 (THF). Yields the product C(=CC)C1CC12C(CCC2)=O (1-[Prop-1-en-1-yl)spiro[2.4]heptan -4-one). Isolated yield 197.3%. RXN SMILES: [C:1]1(=[O:6])[CH2:5][CH2:4][CH2:3][CH2:2]1.O>C1COCC1>[CH:1]([CH:5]1[C:2]2([CH2:3][CH2:4][CH2:5][C:1]2=[O:6])[CH2:4]1)=[CH:2][CH3:3]. Procedure: 2.1 g (25 mM) of cyclopentanone, containing 0.3% of water, in 20 ml of THF were added dropwise to the reaction mixture while stirring. After having been left for two supplemental hours at reflux and stirring, the reaction mixture was cooled to room temperature, poured onto ice and extracted with ether. The combined organic extracts were successively washed with 1N HCl, a diluted aqueous solution of sodium bicarbonate and finally water. By the evaporation of the volatile components there were obt... Reactants: CN(C)C(=O)C1CN(c2cccc(B3OC(C)(C)C(C)(C)O3)c2)CCO1, CCOC(C)=O, CC(C)(C)OC(=O)NC1(c2ccc(-n3c(-c4cccnc4N)nc4ccc(Cl)nc43)cc2)CCC1, [Na+], CN(C)C=O, [OH-]. Yields the product CN(C)C(=O)C1CN(c2cccc(-c3ccc4nc(-c5cccnc5N)n(-c5ccc(C6(NC(=O)OC(C)(C)C)CCC6)cc5)c4n3)c2)CCO1. Reaction SMILES: [CH3:36][N:37]([C:38](=[O:39])[CH:40]1[O:41][CH2:42][CH2:43][N:44]([c:46]2[cH:47][c:48]([B:52]3[O:53][C:54]([CH3:55])([CH3:56])[C:57]([CH3:58])([CH3:59])[O:60]3)[cH:49][cH:50][cH:51]2)[CH2:45]1)[CH3:61].[CH3:69][CH2:70][O:71][C:72]([CH3:73])=[O:74].[NH2:1][c:2]1[n:3][cH:4][cH:5][cH:6][c:7]1-[c:8]1[n:9][c:10]2[c:11]([n:12][c:13]([Cl:16])[cH:14][cH:15]2)[n:17]1-[c:18]1[cH:19][cH:20][c:21]([C:24]2([NH:28][C:29]([O:30][C:31]([CH3:32])([CH3:33])[CH3:34])=[O:35])[CH2:25][CH2:26][CH2:27]2)[cH:22][cH:23]1.[Na+:63].[O:64]=[CH:65][N:66]([CH3:67])[CH3:68].[OH-:62]>>[NH2:1][c:2]1[n:3][cH:4][cH:5][cH:6][c:7]1-[c:8]1[n:9][c:10]2[c:11]([n:12][c:13](-[c:48]3[cH:47][c:46]([N:44]4[CH2:43][CH2:42][O:41][CH:40]([C:38]([N:37]([CH3:36])[CH3:61])=[O:39])[CH2:45]4)[cH:51][cH:50][cH:49]3)[cH:14][cH:15]2)[n:17]1-[c:18]1[cH:19][cH:20][c:21]([C:24]2([NH:28][C:29]([O:30][C:31]([CH3:32])([CH3:33])[CH3:34])=[O:35])[CH2:25][CH2:26][CH2:27]2)[cH:22][cH:23]1. The reactants are CCOC(C)=O, CS(=O)c1nc2cc(F)ccc2s1, [H-], CCn1c(C(=O)N(C2CC2)C2CC2)cc2c3c(ncn3C)c(N)nc21, [Na+], CN(C)C=O. Product: CCn1c(C(=O)N(C2CC2)C2CC2)cc2c3c(ncn3C)c(Nc3nc4cc(F)ccc4s3)nc21. RXN SMILES: [CH3:46][CH2:47][O:48][C:49](=[O:50])[CH3:51].[F:28][c:29]1[cH:30][cH:31][c:32]2[c:33]([n:34][c:35]([S:37]([CH3:38])=[O:39])[s:36]2)[cH:40]1.[H-:26].[NH2:1][c:2]1[c:3]2[c:4]([c:5]3[c:6]([n:7]1)[n:8]([CH2:20][CH3:21])[c:9]([C:11](=[O:12])[N:13]([CH:14]1[CH2:15][CH2:16]1)[CH:17]1[CH2:18][CH2:19]1)[cH:10]3)[n:22]([CH3:25])[cH:23][n:24]2.[Na+:27].[O:41]=[CH:42][N:43]([CH3:44])[CH3:45]>>[NH:1]([c:2]1[c:3]2[c:4]([c:5]3[c:6]([n:7]1)[n:8]([CH2:20][CH3:21])[c:9]([C:11](=[O:12])[N:13]([CH:14]1[CH2:15][CH2:16]1)[CH:17]1[CH2:18][CH2:19]1)[cH:10]3)[n:22]([CH3:25])[cH:23][n:24]2)[c:35]1[n:34][c:33]2[c:32]([cH:31][cH:30][c:29]([F:28])[cH:40]2)[s:36]1.